This data is from the Open Reaction Database (ORD), a public repository of structured organic reaction records. The task is: describe an organic reaction: reactants, conditions, products, and yield Starting materials: C(C)(C)NC(=O)C1=NC(=CC(=C1)N(CC1=CC=CC=C1)C)OC1=CC(=CC=C1)C(F)(F)F (N-(i-propyl)-4-(methyl(phenylmethyl)amino}-6-{3-(trifluoromethyl)phenoxy}-2-pyridine carboxamide), CO (methanol), [H][H] (hydrogen). Reagents/catalysts: [Pd] (palladium/carbon). Solvent: C(C)(=O)O (acetic acid). The product is C(C)(C)NC(=O)C1=NC(=CC(=C1)NC)OC1=CC(=CC=C1)C(F)(F)F (N-(i-propyl)-4-methylamino-6-{3-(trifluoromethyl)phenoxy}-2-pyridine carboxamide). Reaction SMILES: [CH:1]([NH:4][C:5]([C:7]1[CH:12]=[C:11]([N:13](C)[CH2:14]C2C=CC=CC=2)[CH:10]=[C:9]([O:22][C:23]2[CH:28]=[CH:27][CH:26]=[C:25]([C:29]([F:32])([F:31])[F:30])[CH:24]=2)[N:8]=1)=[O:6])([CH3:3])[CH3:2].CO.[H][H]>[Pd].C(O)(=O)C>[CH:1]([NH:4][C:5]([C:7]1[CH:12]=[C:11]([NH:13][CH3:14])[CH:10]=[C:9]([O:22][C:23]2[CH:28]=[CH:27][CH:26]=[C:25]([C:29]([F:32])([F:30])[F:31])[CH:24]=2)[N:8]=1)=[O:6])([CH3:3])[CH3:2]. Reported procedure: 1.12 g (0.0012 mol) of N-(i-propyl)-4-(methyl(phenylmethyl)amino}-6-{3-(trifluoromethyl)phenoxy}-2-pyridine carboxamide were mixed with methanol and then with a small amount of 10% palladium/carbon and acetic acid. The obtained mixture was stirred at room temperature for about 16 hours in a hydrogen atmosphere. The obtained reaction solution was filtered using Hyflo Super Cell and then concentrated. The concentrate was purified by silica gel column chromatography (eluting solution: ethyl acetate... Procedure: A 250 ml round bottom flask was charged with 21 ml HI (55% aqueous solution) and cooled to 0° C. Via an addition funnel, 20 grams of styrene oxide in 80 ml of diethylether were added over a one hour period. Diethylether (45 ml) was added and the water phase was separated. The leftover organic solution was dried with Na2SO4 and evaporated. Thirty-eight grams of a faint yellow solid were obtained having a melting point of 71-72° C. Reaction SMILES: [IH:1].[CH2:2]1[O:10][CH:3]1[C:4]1[CH:9]=[CH:8][CH:7]=[CH:6][CH:5]=1>C(OCC)C>[I:1][CH:3]([C:4]1[CH:9]=[CH:8][CH:7]=[CH:6][CH:5]=1)[CH2:2][OH:10]. Run in C(C)OCC (Diethylether), C(C)OCC (diethylether). Yields the product IC(CO)C1=CC=CC=C1 (2-iodo-2-phenylethanol). Reaction conditions: temperature 0 celsius. The reactants are I (HI), C1C(C2=CC=CC=C2)O1 (styrene oxide). The reactants are COC1=CC=C(C2=C1N=C(S2)NC(C2=CC=C(C=C2)CN)=O)N2CCOCC2 (N-(4-methoxy-7-morpholin-4-yl-benzothiazol-2-yl)-4-aminomethyl-benzamide), COCCC(=O)Cl (3-methoxy-propionyl chloride). Product: crystals, COC1=CC=C(C2=C1N=C(S2)NC(C2=CC=C(C=C2)CNC(CCOC)=O)=O)N2CCOCC2 (N-(4-Methoxy-7-morpholin-4-yl-benzothiazol-2-yl)-4-[(3-methoxy-propionylamino)-methyl]-benzamide). The yield is 44.0%. As a reaction SMILES: [CH3:1][O:2][C:3]1[C:8]2[N:9]=[C:10]([NH:12][C:13](=[O:22])[C:14]3[CH:19]=[CH:18][C:17]([CH2:20][NH2:21])=[CH:16][CH:15]=3)[S:11][C:7]=2[C:6]([N:23]2[CH2:28][CH2:27][O:26][CH2:25][CH2:24]2)=[CH:5][CH:4]=1.[CH3:29][O:30][CH2:31][CH2:32][C:33](Cl)=[O:34]>>[CH3:1][O:2][C:3]1[C:8]2[N:9]=[C:10]([NH:12][C:13](=[O:22])[C:14]3[CH:19]=[CH:18][C:17]([CH2:20][NH:21][C:33](=[O:34])[CH2:32][CH2:31][O:30][CH3:29])=[CH:16][CH:15]=3)[S:11][C:7]=2[C:6]([N:23]2[CH2:28][CH2:27][O:26][CH2:25][CH2:24]2)=[CH:5][CH:4]=1. Procedure details: Using N-(4-methoxy-7-morpholin-4-yl-benzothiazol-2-yl)-4-aminomethyl-benzamide and 3-methoxy-propionyl chloride, the title compound was prepared as white crystals (44% yield). MS: m/e=485(M+H+).